From a dataset of the Open Reaction Database (ORD), a public repository of structured organic reaction records. describe an organic reaction: reactants, conditions, products, and yield The reactants are CN(C)CCN, CCN(C(C)C)C(C)C, ClCCl, CC(O)c1cc(C(=O)O)cc2c(=O)cc(N3CCOCC3)oc12. The product is CC(O)c1cc(C(=O)NCCN(C)C)cc2c(=O)cc(N3CCOCC3)oc12. Reaction SMILES: [CH3:33][N:34]([CH2:35][CH2:36][NH2:37])[CH3:38].[CH:24]([N:25]([CH2:26][CH3:27])[CH:28]([CH3:29])[CH3:30])([CH3:31])[CH3:32].[Cl:39][CH2:40][Cl:41].[OH:1][CH:2]([CH3:3])[c:4]1[cH:5][c:6]([C:21](=[O:22])[OH:23])[cH:7][c:8]2[c:9](=[O:20])[cH:10][c:11]([N:14]3[CH2:15][CH2:16][O:17][CH2:18][CH2:19]3)[o:12][c:13]12>>[OH:1][CH:2]([CH3:3])[c:4]1[cH:5][c:6]([C:21](=[O:23])[NH:37][CH2:36][CH2:35][N:34]([CH3:33])[CH3:38])[cH:7][c:8]2[c:9](=[O:20])[cH:10][c:11]([N:14]3[CH2:15][CH2:16][O:17][CH2:18][CH2:19]3)[o:12][c:13]12. Starting materials: C1(NCCC12CNCCC2)=O (2,7-diazaspiro[4.5]decan-1-one), ClC1=NC=C(C=C1)C(F)(F)F (2-chloro-5-(trifluoromethyl)pyridine), C(C)(C)N(C(C)C)CC (N,N-diisopropylethylamine), CN1C(CCC1)=O (N-methylpyrrolidinone). The product is FC(C=1C=CC(=NC1)N1CC2(CCNC2=O)CCC1)(F)F (7-[5-(trifluoromethyl)pyridin-2-yl]-2,7-diazaspiro[4.5]decan-1-one). As a reaction SMILES: [C:1]1(=[O:11])[C:5]2([CH2:10][CH2:9][CH2:8][NH:7][CH2:6]2)[CH2:4][CH2:3][NH:2]1.Cl[C:13]1[CH:18]=[CH:17][C:16]([C:19]([F:22])([F:21])[F:20])=[CH:15][N:14]=1.C(N(CC)C(C)C)(C)C.CN1CCCC1=O>>[F:20][C:19]([F:22])([F:21])[C:16]1[CH:17]=[CH:18][C:13]([N:7]2[CH2:8][CH2:9][CH2:10][C:5]3([C:1](=[O:11])[NH:2][CH2:3][CH2:4]3)[CH2:6]2)=[N:14][CH:15]=1. Reported procedure: A mixture of 2,7-diazaspiro[4.5]decan-1-one (50.0 mg, 0.000324 mol), 2-chloro-5-(trifluoromethyl)pyridine (71 mg, 0.00039 mol) and N,N-diisopropylethylamine (0.17 mL, 0.00097 mol) in N-methylpyrrolidinone (2 mL, 0.02 mol) was irradiated with microwaves at 180° C. for 20 min. The product was purified by prep-HPLC. LC-MS: 300.2 (M+H)+. The reactants are N(=O)[O-].[Na+] (sodium nitrite), C([O-])([O-])=O.[Na+].[Na+] (Sodium carbonate), [N+](=O)(O)[O-] (nitric acid), N(=O)[O-].[Na+] (sodium nitrite), OC1(CC=2N(C(=NC2)S)C)C(C=CC=C1)C(F)(F)F (4-(1-hydroxy-2'-trifluoromethylbenzyl)-2-mercapto-3-methylimidazole). Run in O (water). Reaction conditions: time 1 hour. The product is OC1(CC=2N(C=NC2)C)C(C=CC=C1)C(F)(F)F (4-(1-hydroxy-2'-trifluoromethylbenzyl)-3-methylimidazole). The yield is 78.7%. RXN SMILES: [N+]([O-])(O)=O.N([O-])=O.[Na+].[OH:9][C:10]1([CH:23]=[CH:22][CH:21]=[CH:20][CH:19]1[C:24]([F:27])([F:26])[F:25])[CH2:11][C:12]1[N:13]([CH3:18])[C:14](S)=[N:15][CH:16]=1.C(=O)([O-])[O-].[Na+].[Na+]>O>[OH:9][C:10]1([CH:23]=[CH:22][CH:21]=[CH:20][CH:19]1[C:24]([F:27])([F:26])[F:25])[CH2:11][C:12]1[N:13]([CH3:18])[CH:14]=[N:15][CH:16]=1 |f:1.2,4.5.6|. Procedure details: To a well stirred solution of nitric acid (8 ml) and water (8 ml) was added sodium nitrite (0.93 g). The reaction vessel was cooled externally with a water bath. 4-(1-hydroxy-2'-trifluoromethylbenzyl)-2-mercapto-3-methylimidazole (4.0 g) was added over 5 minutes to the greenish solution. After 1 hour, more sodium nitrite (3.0 g) was added and stirring was continued overnight. Sodium carbonate was added to saturate the mixture. Ethyl acetate was added to dissolve all organic solids. The remaining... Starting materials: COC=1C=2N(C(=CN1)C=1SC=CC1)C=NN2 (8-methoxy-5-(thiophen-2-yl)-[1,2,4]triazolo[4,3-a]pyrazine), O=P(Cl)(Cl)Cl (POCl3). Conditions: temperature 130 celsius. The product is ClC=1C=2N(C(=CN1)C=1SC=CC1)C=NN2 (8-Chloro-5-(thiophen-2-yl)-[1,2,4]triazolo[4,3-a]pyrazine). The yield is 75.0%. As a reaction SMILES: CO[C:3]1[C:4]2[N:5]([CH:14]=[N:15][N:16]=2)[C:6]([C:9]2[S:10][CH:11]=[CH:12][CH:13]=2)=[CH:7][N:8]=1.O=P(Cl)(Cl)[Cl:19]>>[Cl:19][C:3]1[C:4]2[N:5]([CH:14]=[N:15][N:16]=2)[C:6]([C:9]2[S:10][CH:11]=[CH:12][CH:13]=2)=[CH:7][N:8]=1. Procedure: A 50 mL round bottom flask was charged with 8-methoxy-5-(thiophen-2-yl)-[1,2,4]triazolo[4,3-a]pyrazine (0.30 g, 1.3 mmol) and POCl3 (3 mL). The mixture was heated at 130° C. overnight. TLC indicated a complete conversion. Work-up: the reaction mixture was concentrated in vacuo. The residue was carefully poured into ice and extracted with EtOAc (10 mL). The organic layer was washed with saturated aqueous NaHCO3 and brine, dried over anhydrous Na2SO4, and concentrated in vacuo. The residue was fur... The reactants are [OH-].[Na+] (sodium hydroxide), Cl (hydrochloric acid), OCC(O)CO (Glycerin), [OH-].[Na+] (sodium hydroxide), C(C)C1(COC1)COS(=O)(=O)C (3-ethyl-3-methanesulfonyloxymethyloxetane). The reagents and catalysts are [Cl-].C(C1=CC=CC=C1)[N+](CC)(CC)CC (benzyltriethylammonium chloride). Run in C(C)(=O)OCC (Ethyl acetate). Reaction conditions: temperature 80 celsius. Yields the product C(C)C1(COC1)COCC(CO)O (3-ethyl-3-(2,3-dihydroxypropyl)oxymethyloxetane). Reaction SMILES: [OH:1][CH2:2][CH:3]([CH2:5][OH:6])[OH:4].[OH-].[Na+].[CH2:9]([C:11]1([CH2:15]OS(C)(=O)=O)[CH2:14][O:13][CH2:12]1)[CH3:10].Cl>[Cl-].C([N+](CC)(CC)CC)C1C=CC=CC=1.C(OCC)(=O)C>[CH2:9]([C:11]1([CH2:15][O:1][CH2:2][CH:3]([OH:4])[CH2:5][OH:6])[CH2:14][O:13][CH2:12]1)[CH3:10] |f:1.2,5.6|. Procedure: Glycerin (138 g (1.5 mol)), benzyltriethylammonium chloride (2.4 g (11 mmol)) and 96% sodium hydroxide (24 g (0.58 mol)) were added to a glass flask of an inner volume of 300 ml equipped with a stirrer, a thermometer, a dropping funnel and a reflux condenser, and the mixture was warmed to 80° C. with stirring. Subsequently 3-ethyl-3-methanesulfonyloxymethyloxetane (102 g (0.5 mol)) having a purity of 95% prepared by the same method as in Reference Example 1 was gradually dropwise added while kee...